From a dataset of the Open Reaction Database (ORD), a public repository of structured organic reaction records. describe an organic reaction: reactants, conditions, products, and yield The reactants are N-salicylidene-3-amino-3-deoxy-1,2-O-isopropylidene-5-O-triphenylmethyl-α-D-ribofuranose, C(C)#N (acetonitrile), C1=CCCCC1 (cyclohexene), C(C1=CC=CC=C1)(=O)OOC(C)(C)C (t-butyl peroxybenzoate). Reagents/catalysts: [Cu] (copper). Solvent: C(C)(=O)O (acetic acid). Run at time 9 hour. The product is C(C)(=O)OC1C=CCCC1 (2-cyclohexenyl acetate). Reaction SMILES: C(#N)C.[CH:4]1[CH2:9][CH2:8][CH2:7][CH2:6][CH:5]=1.[C:10]([O:18]OC(C)(C)C)(=[O:17])[C:11]1C=CC=CC=1>[Cu].C(O)(=O)C>[C:10]([O:18][CH:4]1[CH2:9][CH2:8][CH2:7][CH:6]=[CH:5]1)(=[O:17])[CH3:11]. Reported procedure: A mixture of 1.100 g of the copper complex of N-salicylidene-3-amino-3-deoxy-1,2-O-isopropylidene-5-O-triphenylmethyl-α-D-ribofuranose, 0.70 g of copper powder, 15 ml of acetonitrile, 5 ml of acetic acid, 15 ml of cyclohexene and 5 of t-butyl peroxybenzoate was stirred at room temperature for 9 hours in a nitrogen atmosphere. After filtering the reaction solution, the filtrate was treated in the same manner as in Example 1 to obtain 1.80 g of 2-cyclohexenyl acetate. Reactants: C(/C(/Cl)=C(/Cl)\C=O)(=O)O (mucochloric acid), C(=O)([O-])[O-].[Na+].[Na+] (Na2CO3), Cl.C(C)(C)(C)NN (tert-butylhydrazine hydrochloride). Run in O (water). Product: C(C)(C)(C)N1N=CC(=C(C1=O)Cl)Cl (2-tert-butyl-4,5-dichloro-3(2H)-pyridazinone). Yield: 92.2%. Reaction SMILES: [C:1](O)(=O)/[C:2](=[C:4](\[CH:6]=[O:7])/[Cl:5])/[Cl:3].C([O-])([O-])=O.[Na+].[Na+].Cl.[C:17]([NH:21][NH2:22])([CH3:20])([CH3:19])[CH3:18]>O>[C:17]([N:21]1[C:6](=[O:7])[C:4]([Cl:5])=[C:2]([Cl:3])[CH:1]=[N:22]1)([CH3:20])([CH3:19])[CH3:18] |f:1.2.3,4.5|. Reported procedure: To mucochloric acid (4.0 g, 23.6 mmol) in water (35 ml) at 0° C. was added anhydrous Na2CO3 (1.21 g, 11.5 mmol). This was stirred till a clear solution was obtained and to this was added tert-butylhydrazine hydrochloride (2.94 g, 23.6 mmol). A precipitate started to form after a few minutes. The reaction was stirred for a further 2.5 hrs after which it was filtered. The yellow precipitate was washed with cold water and dried to give 4.81 g of the crude hydrazone.